The task is: describe an organic reaction: reactants, conditions, products, and yield. This data is from the Open Reaction Database (ORD), a public repository of structured organic reaction records. Run at temperature 10 celsius, time 6 hour. Run in CO (methanol), C(C(C)C)C(=O)C (methyl isobutyl ketone), C(C(C)C)C(=O)C (methyl isobutyl ketone). Procedure: To a 500 mL four-necked flask, 35.0 g (0.10 mole) of 9,9-bis(4-hydroxyphenyl)-9H-fluorene and 300 mL of dimethylformamide were fed, and the resulting mixture was allowed to dissolve, followed by addition of 63.6 g (0.46 mole) of potassium carbonate to the resulting solution. The resulting mixture was cooled to 10° C. and 31.2 g (0.22 mole) of methyl iodide was added thereto dropwise, followed by stirring the mixture for 6 hours. To this mixture, 500 mL of methyl isobutyl ketone was fed, and the ... The reactants are CI (methyl iodide), OC1=CC=C(C=C1)C1(C2=CC=CC=C2C=2C=CC=CC12)C1=CC=C(C=C1)O (9,9-bis(4-hydroxyphenyl)-9H-fluorene), CN(C=O)C (dimethylformamide), crude product, C([O-])([O-])=O.[K+].[K+] (potassium carbonate), crude product. Product: COC1=CC=C(C=C1)C1(C2=CC=CC=C2C=2C=CC=CC12)C1=CC=C(C=C1)OC (9,9-bis(4-methoxyphenyl)-9H-fluorene). The yield is 79.0%. Reaction SMILES: O[C:2]1[CH:7]=[CH:6][C:5]([C:8]2([C:21]3[CH:26]=[CH:25]C(O)=[CH:23][CH:22]=3)[C:20]3[CH:19]=[CH:18][CH:17]=[CH:16][C:15]=3[C:14]3[C:9]2=[CH:10][CH:11]=[CH:12][CH:13]=3)=[CH:4][CH:3]=1.CN(C)[CH:30]=[O:31].[C:33](=[O:36])([O-])[O-].[K+].[K+].[CH3:39]I>CO.C(C(C)=O)C(C)C>[CH3:39][O:36][C:33]1[CH:25]=[CH:26][C:21]([C:8]2([C:5]3[CH:6]=[CH:7][C:2]([O:31][CH3:30])=[CH:3][CH:4]=3)[C:20]3[CH:19]=[CH:18][CH:17]=[CH:16][C:15]=3[C:14]3[C:9]2=[CH:10][CH:11]=[CH:12][CH:13]=3)=[CH:22][CH:23]=1 |f:2.3.4|. Starting materials: [N+](=O)([O-])NC1=CC=CC=C1 (nitroaniline), C(C)(=O)O (acetic acid), ice water, N(=O)[O-].[Na+] (sodium nitrite). Solvent: O (water). Conditions: temperature 14 celsius, time 5 minute. Yields the product [N+](=O)([O-])C1=C2C=NNC2=CC=C1 (4-nitroindazole). RXN SMILES: [N+:1]([NH:4][C:5]1[CH:10]=[CH:9][CH:8]=[CH:7][CH:6]=1)([O-])=O.[C:11](O)(=O)C.[N:15]([O-:17])=[O:16].[Na+]>O>[N+:15]([C:7]1[CH:8]=[CH:9][CH:10]=[C:5]2[C:6]=1[CH:11]=[N:1][NH:4]2)([O-:17])=[O:16] |f:2.3|. Procedure details: Alternatively, to a 4-necked 5-L jacketed round bottom flask fitted with a mechanical stirrer and a thermocouple was charged the nitroaniline (100 g, 1.0 equiv.) and acetic acid (2000 mL). The solution was cooled to 14° C. A chilled to ˜1° C. (ice-water bath) solution of sodium nitrite (100 g, 2.2 equiv.) in water (250 mL) was added quickly in one portion. The internal temperature rose from 14° C. to 27.6° C. over 5 min., stayed at this temperature for 5 min. before gradually cooling to 15° C. T... The reactants are BrB(Br)Br, COc1ccc(-c2ccc3c(c2)c2c(n3Cc3ccccc3)CCCC2)cc1, ClCCl. The product is Oc1ccc(-c2ccc3c(c2)c2c(n3Cc3ccccc3)CCCC2)cc1. As a reaction SMILES: [B:29]([Br:30])([Br:31])[Br:32].[CH2:1]([c:2]1[cH:3][cH:4][cH:5][cH:6][cH:7]1)[n:8]1[c:9]2[cH:10][cH:11][c:12](-[c:21]3[cH:22][cH:23][c:24]([O:27][CH3:28])[cH:25][cH:26]3)[cH:13][c:14]2[c:15]2[c:20]1[CH2:19][CH2:18][CH2:17][CH2:16]2.[Cl:33][CH2:34][Cl:35]>>[CH2:1]([c:2]1[cH:3][cH:4][cH:5][cH:6][cH:7]1)[n:8]1[c:9]2[cH:10][cH:11][c:12](-[c:21]3[cH:22][cH:23][c:24]([OH:27])[cH:25][cH:26]3)[cH:13][c:14]2[c:15]2[c:20]1[CH2:19][CH2:18][CH2:17][CH2:16]2.